This data is from the Open Reaction Database (ORD), a public repository of structured organic reaction records. The task is: describe an organic reaction: reactants, conditions, products, and yield Yields the product NC=1C=C2CC(CC2=CC1)N(C)CCOC1=CC=C(C=C1)N (5-Amino-2-[N-(2-{4-aminophenoxy}ethyl)-N-methylamino]indane). Reactants: CN(CCOC1=CC=C(C=C1)[N+](=O)[O-])C1CC2=CC=C(C=C2C1)[N+](=O)[O-] (2-[N-methyl-N-(2-{4-nitrophenoxy}ethyl)amino]-5-nitroindane). Solvent: C(C)(=O)OCC (ethyl acetate). The reagents and catalysts are [Pd] (Pd/C). Reported procedure: A solution of 2-[N-methyl-N-(2-{4-nitrophenoxy}ethyl)amino]-5-nitroindane (0.3 g) in ethyl acetate (30 ml) containing 5% Pd/C (0.03 g) was stirred under a hydrogen atmosphere [206.8 kPa (30 p.s.i.)] for 2 hours at room temperature. The catalyst was then removed by filtration and the filtrate evaporated in vacuo to afford the title compound as a gum, yield 0.25 g, which was used directly without further purification. Reaction SMILES: [CH3:1][N:2]([CH:15]1[CH2:23][C:22]2[C:17](=[CH:18][CH:19]=[C:20]([N+:24]([O-])=O)[CH:21]=2)[CH2:16]1)[CH2:3][CH2:4][O:5][C:6]1[CH:11]=[CH:10][C:9]([N+:12]([O-])=O)=[CH:8][CH:7]=1>C(OCC)(=O)C.[Pd]>[NH2:24][C:20]1[CH:21]=[C:22]2[C:17](=[CH:18][CH:19]=1)[CH2:16][CH:15]([N:2]([CH2:3][CH2:4][O:5][C:6]1[CH:7]=[CH:8][C:9]([NH2:12])=[CH:10][CH:11]=1)[CH3:1])[CH2:23]2. Conditions: time 2 hour. The reactants are C[Si]([N-][Si](C)(C)C)(C)C.[Na+] (sodium hexamethyldisilazide), C[Si]([N-][Si](C)(C)C)(C)C.[Na+] (sodium hexamethyldisilazide), CI (methyl iodide), O1CCN(CC1)C1CCC2=C(NC=3C=CC=C1C23)C2=CC=CC=C2 ((+)-5-morpholino-2-phenyl-1,3,4,5-tetrahydrobenz[cd]indole), CI (methyl iodide), O (Water). Solvent: O1CCCC1 (tetrahydrofuran). Run at time 30 minute. Product: CN1C(=C2C=3C(=CC=CC13)C(CC2)N2CCOCC2)C2=CC=CC=C2 ((+)-1-methyl-5-morpholino-2-phenyl-1,3,4,5-tetrahydrobenz[cd]indole). The yield is 61.0%. Reaction SMILES: [O:1]1[CH2:6][CH2:5][N:4]([CH:7]2[C:17]3[C:18]4[C:10](=[C:11]([C:19]5[CH:24]=[CH:23][CH:22]=[CH:21][CH:20]=5)[NH:12][C:13]=4[CH:14]=[CH:15][CH:16]=3)[CH2:9][CH2:8]2)[CH2:3][CH2:2]1.[CH3:25][Si](C)(C)[N-][Si](C)(C)C.[Na+].CI.O>O1CCCC1>[CH3:25][N:12]1[C:13]2[CH:14]=[CH:15][CH:16]=[C:17]3[CH:7]([N:4]4[CH2:3][CH2:2][O:1][CH2:6][CH2:5]4)[CH2:8][CH2:9][C:10]([C:18]=23)=[C:11]1[C:19]1[CH:24]=[CH:23][CH:22]=[CH:21][CH:20]=1 |f:1.2|. Reported procedure: A portion (55 mg) of the compound obtained in Example 226 was dissolved in anhydrous tetrahydrofuran (2 ml) and to the solution was added sodium hexamethyldisilazide (1.0 M tetrahydrofuran solution; 0.52 ml) under cooling with ice. After stirring for 30 minutes, methyl iodide (32.3 μl) was added to the mixture, followed by stirring for 15 minutes. After adding further sodium hexamethyldisilazide (1.0 M tetrahydrofuran solution; 0.35 ml), the mixture was stirred for 30 minutes. Then, methyl iodid... Reported procedure: 4-fluoro-1,2-dinitrobenzene (20.0 g, 107.5 mmol), 4-(hydroxymethyl)phenol (14.7 g, 118.2 mmol) and potassium carbonate (17.8 g, 129.0 mmol) were stirred in 250 ml of dimethylformamide at room temperature for approximately 17 hours. The reaction was heated at 35 degree Centigrade for 1.5 hours. Cesium carbonate (2 g, 6.14 mmol) was added and the reaction was heated at 45 deg. C. for approximately 22 hours. The solids were filtered away and washed with ethyl acetate. The filtrate was diluted with ... Reactants: C([O-])([O-])=O.[Cs+].[Cs+] (Cesium carbonate), FC1=CC(=C(C=C1)[N+](=O)[O-])[N+](=O)[O-] (4-fluoro-1,2-dinitrobenzene), OCC1=CC=C(C=C1)O (4-(hydroxymethyl)phenol), C([O-])([O-])=O.[K+].[K+] (potassium carbonate). Conditions: time 22 hour. The yield is 45.2%. Product: [N+](=O)([O-])C=1C=C(C=CC1[N+](=O)[O-])OC1=CC=C(C=C1)CO ({4-[(3,4-dinitrophenyl)oxy]phenyl}methanol). As a reaction SMILES: F[C:2]1[CH:7]=[CH:6][C:5]([N+:8]([O-:10])=[O:9])=[C:4]([N+:11]([O-:13])=[O:12])[CH:3]=1.[OH:14][CH2:15][C:16]1[CH:21]=[CH:20][C:19]([OH:22])=[CH:18][CH:17]=1.C(=O)([O-])[O-].[K+].[K+].C(=O)([O-])[O-].[Cs+].[Cs+]>CN(C)C=O>[N+:11]([C:4]1[CH:3]=[C:2]([O:22][C:19]2[CH:20]=[CH:21][C:16]([CH2:15][OH:14])=[CH:17][CH:18]=2)[CH:7]=[CH:6][C:5]=1[N+:8]([O-:10])=[O:9])([O-:13])=[O:12] |f:2.3.4,5.6.7|. Solvent: CN(C=O)C (dimethylformamide). Starting materials: IC=1C=C2/C(/C(NC(C2=CC1)=O)=O)=C/NC=1C=NC(=CC1)N1CCNCC1 ((4Z)-6-Iodo-4-{[(6-piperazin-1-ylpyridin-3-yl)amino]methylene}isoquinoline-1,3(2H,4H)-dione), C(C)(=O)O[BH-](OC(C)=O)OC(C)=O.[Na+] (sodium triacetoxyborohydride), C(C)=O (acetaldehyde), C(C)(=O)O (acetic acid), C([O-])(O)=O.[Na+] (sodium bicarbonate). Solvent: CN1C(CCC1)=O (N-methylpyrrolidinone), C(Cl)Cl (methylene chloride), C(Cl)Cl (methylene chloride). Conditions: time 1 hour. Yields the product C(C)N1CCN(CC1)C1=CC=C(C=N1)N\C=C\1/C(NC(C2=CC=C(C=C12)I)=O)=O ((4Z)-4-({[6-(4-Ethylpiperazin-1-yl)pyridin-3-yl]amino}methylene)-6-iodoisoquinoline-1,3(2H,4H)-dione). Isolated yield 69.4%. As a reaction SMILES: [I:1][C:2]1[CH:3]=[C:4]2[C:9](=[CH:10][CH:11]=1)[C:8](=[O:12])[NH:7][C:6](=[O:13])/[C:5]/2=[CH:14]\[NH:15][C:16]1[CH:17]=[N:18][C:19]([N:22]2[CH2:27][CH2:26][NH:25][CH2:24][CH2:23]2)=[CH:20][CH:21]=1.[C:28](O[BH-](OC(=O)C)OC(=O)C)(=O)[CH3:29].[Na+].C(=O)C.C(O)(=O)C.C(=O)(O)[O-].[Na+]>CN1CCCC1=O.C(Cl)Cl>[CH2:28]([N:25]1[CH2:24][CH2:23][N:22]([C:19]2[N:18]=[CH:17][C:16]([NH:15]/[CH:14]=[C:5]3\[C:6](=[O:13])[NH:7][C:8](=[O:12])[C:9]4[C:4]\3=[CH:3][C:2]([I:1])=[CH:11][CH:10]=4)=[CH:21][CH:20]=2)[CH2:27][CH2:26]1)[CH3:29] |f:1.2,5.6|. Procedure: (4Z)-6-Iodo-4-{[(6-piperazin-1-ylpyridin-3-yl)amino]methylene}isoquinoline-1,3(2H,4H)-dione (150 mg, 0.315 mmol) is dissolved in N-methylpyrrolidinone (3 mL) and methylene chloride (0.9 mL), followed by addition of sodium triacetoxyborohydride (0.77 mg, 3.63 mmol), acetaldehyde (0.46 mL, 8.14 mmol) and acetic acid (0.47 mL, 8.2 mmol). After stirring at room temperature for 1 h, methylene chloride and saturated sodium bicarbonate solution were added. The organic layer is separated and dried to gi... Reaction SMILES: [CH3:32][CH2:33][O-:34].[CH3:35][CH2:36][OH:37].[Cl:1][c:2]1[n:3][o:4][c:5]([CH:7]2[CH2:8][N:9]([C:23](=[O:24])[N:25]3[CH2:26][CH2:27][O:28][CH2:29][CH2:30]3)[CH2:10][CH:11]([c:13]3[cH:14][cH:15][c:16]([C:19]([F:20])([F:21])[F:22])[cH:17][cH:18]3)[CH2:12]2)[n:6]1.[Na+:31]>>[c:2]1([O:34][CH2:33][CH3:32])[n:3][o:4][c:5]([CH:7]2[CH2:8][N:9]([C:23](=[O:24])[N:25]3[CH2:26][CH2:27][O:28][CH2:29][CH2:30]3)[CH2:10][CH:11]([c:13]3[cH:14][cH:15][c:16]([C:19]([F:20])([F:21])[F:22])[cH:17][cH:18]3)[CH2:12]2)[n:6]1. The reactants are CC[O-], CCO, O=C(N1CCOCC1)N1CC(c2ccc(C(F)(F)F)cc2)CC(c2nc(Cl)no2)C1, [Na+]. The product is CCOc1noc(C2CC(c3ccc(C(F)(F)F)cc3)CN(C(=O)N3CCOCC3)C2)n1.